Dataset: the Open Reaction Database (ORD), a public repository of structured organic reaction records. Task: describe an organic reaction: reactants, conditions, products, and yield The reactants are CC(=O)O, CN(C)c1ccncc1, CN(C)C=O, C(=NC1CCCCC1)=NC1CCCCC1, O=C1CC(=O)CC(c2cc(Cl)ccc2Cl)C1. Product: CC(O)=C1C(=O)CC(c2cc(Cl)ccc2Cl)CC1=O. Reaction SMILES: [CH3:17][C:18]([OH:19])=[O:20].[CH3:36][N:37]([CH3:38])[c:39]1[cH:40][cH:41][n:42][cH:43][cH:44]1.[CH3:45][N:46]([CH3:47])[CH:48]=[O:49].[CH:21]1([N:22]=[C:23]=[N:24][CH:25]2[CH2:26][CH2:27][CH2:28][CH2:29][CH2:30]2)[CH2:31][CH2:32][CH2:33][CH2:34][CH2:35]1.[Cl:1][c:2]1[c:3]([CH:9]2[CH2:10][C:11](=[O:16])[CH2:12][C:13](=[O:15])[CH2:14]2)[cH:4][c:5]([Cl:8])[cH:6][cH:7]1>>[Cl:1][c:2]1[c:3]([CH:9]2[CH2:10][C:11](=[O:16])[C:12](=[C:18]([CH3:17])[OH:19])[C:13](=[O:15])[CH2:14]2)[cH:4][c:5]([Cl:8])[cH:6][cH:7]1. Reactants: CCO, ClCCl, O=C(O)C(F)(F)F, C[Si](C)(C)CCOCn1cc(C#N)nc1C(=O)Nc1ccc(C2CCN(C(=O)NCCO)CC2)cc1C1=CCCCC1. The product is N#Cc1c[nH]c(C(=O)Nc2ccc(C3CCN(C(=O)NCCO)CC3)cc2C2=CCCCC2)n1. Reaction SMILES: [CH3:43][CH2:44][OH:45].[Cl:53][CH2:54][Cl:55].[F:46][C:47]([F:48])([F:49])[C:50]([OH:51])=[O:52].[OH:1][CH2:2][CH2:3][NH:4][C:5](=[O:6])[N:7]1[CH2:8][CH2:9][CH:10]([c:13]2[cH:14][c:15]([C:37]3=[CH:38][CH2:39][CH2:40][CH2:41][CH2:42]3)[c:16]([NH:19][C:20](=[O:21])[c:22]3[n:23]([CH2:29][O:30][CH2:31][CH2:32][Si:33]([CH3:34])([CH3:35])[CH3:36])[cH:24][c:25]([C:27]#[N:28])[n:26]3)[cH:17][cH:18]2)[CH2:11][CH2:12]1>>[OH:1][CH2:2][CH2:3][NH:4][C:5](=[O:6])[N:7]1[CH2:8][CH2:9][CH:10]([c:13]2[cH:14][c:15]([C:37]3=[CH:38][CH2:39][CH2:40][CH2:41][CH2:42]3)[c:16]([NH:19][C:20](=[O:21])[c:22]3[nH:23][cH:24][c:25]([C:27]#[N:28])[n:26]3)[cH:17][cH:18]2)[CH2:11][CH2:12]1. Starting materials: C1(=CC=CC=C1)NN=C(C(C)=O)C(C)=O (2,3,4-pentanetrione 3-(phenylhydrazone)), C(Cl)(Cl)Cl (chloroform), ClOC(C)(C)C (tert. butyl hypochlorite). The solvent is CO (methanol). Conditions: temperature 15 celsius, time 15 minute. The product is C1(=CC=CC=C1)NN=C(C(=O)C)Cl (pyruvoyl chloride 1-(phenylhydrazone)). Yield: 73.0%. As a reaction SMILES: [C:1]1([NH:7][N:8]=[C:9](C(=O)C)[C:10](=[O:12])[CH3:11])[CH:6]=[CH:5][CH:4]=[CH:3][CH:2]=1.C(Cl)(Cl)[Cl:17].ClOC(C)(C)C>CO>[C:1]1([NH:7][N:8]=[C:9]([Cl:17])[C:10]([CH3:11])=[O:12])[CH:6]=[CH:5][CH:4]=[CH:3][CH:2]=1. Procedure details: To 102.4 g. of 2,3,4-pentanetrione 3-(phenylhydrazone) dissolved in 250 ml. of chloroform and cooled to about 15° C., 100 ml. of tert. butyl hypochlorite is added. The temperature rises to 25° C. and is allowed to cool to 15° C. before the next addition of 60 ml. (0.5 mole). No starting material remains and the solvent of the reaction mixture is evaporated to give a gum, which is dissolved in 250 ml. of methanol and then heated to about 40° C. The temperature of the solution varies from about 40... The reactants are Cl.COC([C@@H](N)CC1=CC=C(C=C1)C=1C(N(C(=CC1C)C(F)(F)F)C)=O)=O (4-[1,4-dimethyl-6-(trifluoromethyl)-2-oxo-3-pyridinyl]-L-phenylalanine methyl ester hydrochloride salt), ClC1=C(C(=O)Cl)C(=CC=C1)Cl (2,6-dichlorobenzoyl chloride), CCN(C(C)C)C(C)C (DIEA). Solvent: C(C)(=O)OCC (ethyl acetate), hexanes, C1CCOC1 (THF), C(C)(=O)OCC (ethyl acetate). Conditions: time 5 minute. Product: COC([C@@H](NC(=O)C1=C(C=CC=C1Cl)Cl)CC1=CC=C(C=C1)C=1C(N(C(=CC1C)C(F)(F)F)C)=O)=O (N-[(2,6-dichlorophenyl)carbonyl]-4-[1,4-dimethyl-6-(trifluoromethyl)-2-oxo-3-pyridinyl]-L-phenylalanine methyl ester). The yield is 94.1%. As a reaction SMILES: Cl.[CH3:2][O:3][C:4](=[O:27])[C@H:5]([CH2:7][C:8]1[CH:13]=[CH:12][C:11]([C:14]2[C:15](=[O:26])[N:16]([CH3:25])[C:17]([C:21]([F:24])([F:23])[F:22])=[CH:18][C:19]=2[CH3:20])=[CH:10][CH:9]=1)[NH2:6].[Cl:28][C:29]1[CH:37]=[CH:36][CH:35]=[C:34]([Cl:38])[C:30]=1[C:31](Cl)=[O:32].CCN(C(C)C)C(C)C>C1COCC1.C(OCC)(=O)C>[CH3:2][O:3][C:4](=[O:27])[C@H:5]([CH2:7][C:8]1[CH:9]=[CH:10][C:11]([C:14]2[C:15](=[O:26])[N:16]([CH3:25])[C:17]([C:21]([F:22])([F:23])[F:24])=[CH:18][C:19]=2[CH3:20])=[CH:12][CH:13]=1)[NH:6][C:31]([C:30]1[C:29]([Cl:28])=[CH:37][CH:36]=[CH:35][C:34]=1[Cl:38])=[O:32] |f:0.1|. Procedure: To a suspension of 4-[1,4-dimethyl-6-(trifluoromethyl)-2-oxo-3-pyridinyl]-L-phenylalanine methyl ester hydrochloride salt (216 mg, 0.53 mmol) and 2,6-dichlorobenzoyl chloride (120 mg, 0.57 mmol) in THF (6 mL) was added DIEA (210 μL, 1.19 mmol) at room temperature. After 5 min, a clear solution was obtained which was stirred for 18 h. Then, the mixture was diluted with ethyl acetate (50 mL). The ethyl acetate solution was washed successively with 0.5 N HCl (50 mL), saturated NaHCO3 solution (50 m...